From a dataset of the Open Reaction Database (ORD), a public repository of structured organic reaction records. describe an organic reaction: reactants, conditions, products, and yield Reactants: FC1=C(C(=O)CC(=O)OCC)C=C(C(=C1F)F)F (2,3,4,5-tetrafluorobenzoylacetic acid, ethyl ester), C1(CC1)N (cyclopropylamine), C(C)OC(OCC)OCC (triethylorthoformate), C(C)(=O)OC(C)=O (acetic anhydride), FC1=C(C(=O)O)C=C(C(=C1F)F)F (2,3,4,5-tetrafluorobenzoic acid), [Na] (sodium), FC1=C(C(=O)O)C=C(C(=C1F)F)F (2,3,4,5-tetrafluorobenzoic acid), C(C(=O)Cl)(=O)Cl (oxalyl chloride), C(CC(=O)OCC)(=O)OCC (diethyl malonate), [Mg] (magnesium). Product: C1(CC1)N1C=C(C(C2=CC(=C(C(=C12)F)F)F)=O)C(=O)OCC (ethyl 1-cyclopropyl-6,7,8-trifluoro-1,4-dihydro-4-oxo-3-quinolinecarboxylate), FC1=C(C(=O)C(C(=O)OCC)=CNC2CC2)C=C(C(=C1F)F)F (2-(2,3,4,5-tetrafluorobenzoyl)-3-cyclopropylamino acrylic acid, ethyl ester). RXN SMILES: F[C:2]1[C:10]([F:11])=[C:9]([F:12])[C:8]([F:13])=[CH:7][C:3]=1[C:4]([OH:6])=O.[Na].[C:15](Cl)(=O)C(Cl)=O.[C:21]([O:29][CH2:30][CH3:31])(=[O:28])[CH2:22][C:23](OCC)=O.[Mg].[F:33][C:34]1[C:47]([F:48])=[C:46]([F:49])[C:45]([F:50])=[CH:44][C:35]=1[C:36]([CH2:38][C:39]([O:41][CH2:42][CH3:43])=[O:40])=[O:37].C(OC(OCC)OCC)C.C(OC(=O)C)(=O)C.[CH:68]1([NH2:71])[CH2:70][CH2:69]1>>[CH:68]1([N:71]2[C:2]3[C:3](=[CH:7][C:8]([F:13])=[C:9]([F:12])[C:10]=3[F:11])[C:4](=[O:6])[C:22]([C:21]([O:29][CH2:30][CH3:31])=[O:28])=[CH:23]2)[CH2:70][CH2:69]1.[F:33][C:34]1[C:47]([F:48])=[C:46]([F:49])[C:45]([F:50])=[CH:44][C:35]=1[C:36]([C:38](=[CH:15][NH:71][CH:68]1[CH2:70][CH2:69]1)[C:39]([O:41][CH2:42][CH3:43])=[O:40])=[O:37] |^1:13|. Reported procedure: The starting materials for the present invention are known, or if new, may be prepared from known materials by known means. Thus, ethyl 1-cyclopropyl-6,7,8-trifluoro-1,4-dihydro-4-oxo-3-quinolinecarboxylate is prepared as described in Belgian Pat. No. 899,399 or No. DE3318145. Alternatively, it may be prepared by a series of reactions starting from 2,3,4,5-tetrafluorobenzoic acid. The sodium salt of 2,3,4,5-tetrafluorobenzoic acid is reacted with oxalyl chloride and the product condensed with di...